This data is from the Open Reaction Database (ORD), a public repository of structured organic reaction records. The task is: describe an organic reaction: reactants, conditions, products, and yield Reactants: C#Cc1ccc(Nc2c(C(=O)NOCCO)cc(C=NOCCO)c(F)c2F)c(F)c1, C#Cc1ccc(Nc2c(C(=O)NOCCO)cc(C=NOCCO)c(F)c2F)c(F)c1, CNC(=O)CCON=Cc1cc(C(=O)NOCCO)c(Nc2ccc(I)cc2F)c(F)c1F. Yields the product C#Cc1ccc(Nc2c(C(=O)NOCCO)cc(C=NOCCC(=O)NC)c(F)c2F)c(F)c1. RXN SMILES: [C:34](#[CH:35])[c:36]1[cH:37][cH:38][c:39]([NH:40][c:41]2[c:42]([F:43])[c:44]([F:45])[c:46]([CH:47]=[N:48][O:49][CH2:50][CH2:51][OH:52])[cH:53][c:54]2[C:55]([NH:56][O:57][CH2:58][CH2:59][OH:60])=[O:61])[c:62]([F:63])[cH:64]1.[C:65]([c:66]1[cH:67][cH:68][c:69]([NH:70][c:71]2[c:72]([F:73])[c:74]([F:75])[c:76]([CH:77]=[N:78][O:79][CH2:80][CH2:81][OH:82])[cH:83][c:84]2[C:85]([NH:86][O:87][CH2:88][CH2:89][OH:90])=[O:91])[c:92]([F:93])[cH:94]1)#[CH:95].[F:1][c:2]1[c:3]([NH:25][c:26]2[c:27]([F:33])[cH:28][c:29]([I:32])[cH:30][cH:31]2)[c:4]([C:5](=[O:6])[NH:7][O:8][CH2:9][CH2:10][OH:11])[cH:12][c:13]([CH:16]=[N:17][O:18][CH2:19][CH2:20][C:21]([NH:22][CH3:23])=[O:24])[c:14]1[F:15]>>[F:1][c:2]1[c:3]([NH:25][c:26]2[c:27]([F:33])[cH:28][c:29]([C:34]#[CH:35])[cH:30][cH:31]2)[c:4]([C:5](=[O:6])[NH:7][O:8][CH2:9][CH2:10][OH:11])[cH:12][c:13]([CH:16]=[N:17][O:18][CH2:19][CH2:20][C:21]([NH:22][CH3:23])=[O:24])[c:14]1[F:15]. Starting materials: C1CCOC1, CC12CCC3c4ccccc4CCC3C1CCC2=O, CO, CC(=O)O, NCc1ccccc1. Product: CC12CCC3c4ccccc4CCC3C1CCC2NCc1ccccc1. Reaction SMILES: [CH2:32]1[O:33][CH2:34][CH2:35][CH2:36]1.[CH3:13][C:14]12[C:15](=[O:31])[CH2:16][CH2:17][CH:18]1[CH:19]1[CH2:20][CH2:21][c:22]3[cH:23][cH:24][cH:25][cH:26][c:27]3[CH:28]1[CH2:29][CH2:30]2.[CH3:37][OH:38].[CH3:9][C:10](=[O:11])[OH:12].[NH2:1][CH2:2][c:3]1[cH:4][cH:5][cH:6][cH:7][cH:8]1>>[NH:1]([CH2:2][c:3]1[cH:4][cH:5][cH:6][cH:7][cH:8]1)[CH:15]1[C:14]2([CH3:13])[CH:18]([CH2:17][CH2:16]1)[CH:19]1[CH2:20][CH2:21][c:22]3[cH:23][cH:24][cH:25][cH:26][c:27]3[CH:28]1[CH2:29][CH2:30]2. Procedure: Tetraisopropyl orthotitanate (7.6 mg, 27 μmol) and Bis(tricyclohexylphosphine)-benzylideneruthenium(IV)dichloride (11 mg, 13 μmol) were added to a solution of (RS,RS,RS)-[3-(acryloyl-but-3-enyl-amino)-9,10-dimethoxy-1,3,4,6,7,11b-hexahydro-2H-pyrido[2,1-a]isoquinolin-2-yl]-carbamic acid tert-butyl ester (65 mg, 0.13 mmol) in dichloromethane (2.5 mL). The reaction mixture was stirred 45 min at r.t., then partitioned between ethyl acetate and water. The organic layer was washed with brine, dried (... Run at time 45 minute. Starting materials: Bis(tricyclohexylphosphine) benzylideneruthenium(IV)dichloride, C(C)(C)(C)OC(NC1CC2N(CCC3=CC(=C(C=C23)OC)OC)CC1N(CCC=C)C(C=C)=O)=O ((RS,RS,RS)-[3-(acryloyl-but-3-enyl-amino)-9,10-dimethoxy-1,3,4,6,7,11b-hexahydro-2H-pyrido[2,1-a]isoquinolin-2-yl]-carbamic acid tert-butyl ester), ClCCl (dichloromethane). Product: C(Cl)Cl.CO.[NH4+].[OH-] (CH2Cl2 MeOH NH4OH), C(C)(C)(C)OC(NC1CC2N(CCC3=CC(=C(C=C23)OC)OC)CC1N1CCC=CC1=O)=O ((RS,RS,RS)-[9,10-Dimethoxy-3-(6-oxo-3,6-dihydro-2H-pyridin-1-yl)-1,3,4,6,7,11b-hexahydro-2H-pyrido [2,1-a]isoquinolin-2-yl]-carbamic acid tert-butyl ester). As a reaction SMILES: [C:1]([O:5][C:6](=[O:35])[NH:7][CH:8]1[CH:25]([N:26]([C:31](=[O:34])[CH:32]=C)[CH2:27][CH2:28][CH:29]=C)[CH2:24][N:11]2[CH2:12][CH2:13][C:14]3[C:19]([CH:10]2[CH2:9]1)=[CH:18][C:17]([O:20][CH3:21])=[C:16]([O:22][CH3:23])[CH:15]=3)([CH3:4])([CH3:3])[CH3:2].[Cl:36][CH2:37][Cl:38]>CC([O-])C.CC([O-])C.CC([O-])C.CC([O-])C.[Ti+4]>[CH2:37]([Cl:38])[Cl:36].[CH3:1][OH:5].[NH4+:7].[OH-:5].[C:1]([O:5][C:6](=[O:35])[NH:7][CH:8]1[CH:25]([N:26]2[C:31](=[O:34])[CH:32]=[CH:29][CH2:28][CH2:27]2)[CH2:24][N:11]2[CH2:12][CH2:13][C:14]3[C:19]([CH:10]2[CH2:9]1)=[CH:18][C:17]([O:20][CH3:21])=[C:16]([O:22][CH3:23])[CH:15]=3)([CH3:3])([CH3:2])[CH3:4] |f:2.3.4.5.6,7.8.9.10|. Reagents/catalysts: CC(C)[O-].CC(C)[O-].CC(C)[O-].CC(C)[O-].[Ti+4] (Tetraisopropyl orthotitanate). Isolated yield 96.0%. Starting materials: CC1=CC[C@@H](CC1)C(=O)Cl ((R)-4-methylcyclohex-3-enecarbonyl chloride), CCOC(=O)C (EtOAc), COC(=O)C=1SC(=CC1NC1CCC2(OCCO2)CC1)C#CC(C)(C)C (5-(3,3-dimethyl-but-1-ynyl)-3-(1,4-dioxa-spiro[4.5]dec-8-ylamino)-thiophene-2-carboxylic acid methyl ester), [O-]P(=O)([O-])[O-].[K+].[K+].[K+] (potassium phosphate tribasic). The solvent is ClC(C)Cl (dichloroethane), Hexanes. Run at temperature 90 celsius, time 16 hour. Product: COC(=O)C=1SC(=CC1N(C(=O)[C@H]1CC=C(CC1)C)C1CCC2(OCCO2)CC1)C#CC(C)(C)C (5-(3,3-dimethyl-but-1-ynyl)-3-[(1,4-dioxa-spiro[4.5]dec-8-yl)-((1R)-4-methyl-cyclohex-3-enecarbonyl)-amino]-thiophene-2-carboxylic acid methyl ester). Isolated yield 66.7%. RXN SMILES: [CH3:1][C:2]1[CH2:7][CH2:6][C@@H:5]([C:8](Cl)=[O:9])[CH2:4][CH:3]=1.[CH3:11][O:12][C:13]([C:15]1[S:16][C:17]([C:31]#[C:32][C:33]([CH3:36])([CH3:35])[CH3:34])=[CH:18][C:19]=1[NH:20][CH:21]1[CH2:30][CH2:29][C:24]2([O:28][CH2:27][CH2:26][O:25]2)[CH2:23][CH2:22]1)=[O:14].[O-]P([O-])([O-])=O.[K+].[K+].[K+].CCOC(C)=O>ClC(Cl)C>[CH3:11][O:12][C:13]([C:15]1[S:16][C:17]([C:31]#[C:32][C:33]([CH3:36])([CH3:35])[CH3:34])=[CH:18][C:19]=1[N:20]([CH:21]1[CH2:30][CH2:29][C:24]2([O:28][CH2:27][CH2:26][O:25]2)[CH2:23][CH2:22]1)[C:8]([C@@H:5]1[CH2:6][CH2:7][C:2]([CH3:1])=[CH:3][CH2:4]1)=[O:9])=[O:14] |f:2.3.4.5|. Procedure: (R)-4-methylcyclohex-3-enecarbonyl chloride 504 (2.65 mmol), 5-(3,3-dimethyl-but-1-ynyl)-3-(1,4-dioxa-spiro[4.5]dec-8-ylamino)-thiophene-2-carboxylic acid methyl ester 505 (250 mg, 0.66 mmol) and potassium phosphate tribasic (562 mg, 2.65 mmol) were suspended in dichloroethane (1.7 mL), sealed with a cap and heated to 90° C. After 16 hours, the reaction mixture was cooled and partitioned between ethyl acetate and water. The organic layer was separated and the aqueous extracted again with ethyl a... Reactants: CC(C)(C)OC(=O)N1Cc2ccc(C#N)cc2C1, ClCCl, O=C(O)C(F)(F)F. The product is N#Cc1ccc2c(c1)CNC2. RXN SMILES: [C:1]([O:2][C:3](=[O:4])[N:8]1[CH2:9][c:10]2[cH:11][cH:12][c:13]([C:17]#[N:18])[cH:14][c:15]2[CH2:16]1)([CH3:5])([CH3:6])[CH3:7].[Cl:26][CH2:27][Cl:28].[OH:19][C:20]([C:21]([F:22])([F:23])[F:24])=[O:25]>>[NH:8]1[CH2:9][c:10]2[cH:11][cH:12][c:13]([C:17]#[N:18])[cH:14][c:15]2[CH2:16]1. Reactants: CC(C#C)(CCC=C(CCCC(C)C)C)O (3,7,11-trimethyl-6-dodecen -1-yn-3-ol). The reagents and catalysts are [Pd].CC(=O)[O-].CC(=O)[O-].[Pb+2] (Lindlar catalyst). Solvent: CCCCCC (hexane). Yields the product CC(C=C)(CCC=C(CCCC(C)C)C)O (3,7,11-trimethyl-1,6-dodecadien-3-ol). Isolated yield 99.1%. RXN SMILES: [CH3:1][C:2]([OH:16])([CH2:5][CH2:6][CH:7]=[C:8]([CH3:15])[CH2:9][CH2:10][CH2:11][CH:12]([CH3:14])[CH3:13])[C:3]#[CH:4]>[Pd].CC([O-])=O.CC([O-])=O.[Pb+2].CCCCCC>[CH3:1][C:2]([OH:16])([CH2:5][CH2:6][CH:7]=[C:8]([CH3:15])[CH2:9][CH2:10][CH2:11][CH:12]([CH3:13])[CH3:14])[CH:3]=[CH2:4] |f:1.2.3.4|. Procedure details: An autoclave having an internal volume of 3 liters was charged with 630 g of the 3,7,11-trimethyl-6-dodecen -1-yn-3-ol thus obtained, 270 g of hexane and 0.22 g of a Lindlar catalyst (supported on calcium carbonate) to carry out the hydrogenation for 4 hours under hydrogen pressure of 5 to 8 kg/cm2 (gauge pressure) at a temperature of 25 to 43° C. Thereafter, the catalyst was filtered off, and the resultant filtrate was concentrated with a rotary evaporator to give 630 g of crude 3,7,11-trimethy... Starting materials: CC(=O)NC1C(O)OC(CO)C(O)C1O, CCCCCCCCCCCCCC(=O)Cl, CCCCCCCCCCCCCCCCCCN. The product is CCCCCCCCCCCCCCCCCCN(C(=O)CCCCCCCCCCCCC)C1OC(CO)C(O)C(O)C1NC(C)=O. RXN SMILES: [C:1]([CH3:2])(=[O:3])[NH:4][CH:5]1[CH:6]([OH:7])[O:8][CH:9]([CH2:14][OH:15])[CH:10]([OH:13])[CH:11]1[OH:12].[C:35]([CH2:36][CH2:37][CH2:38][CH2:39][CH2:40][CH2:41][CH2:42][CH2:43][CH2:44][CH2:45][CH2:46][CH2:47][CH3:48])(=[O:49])[Cl:50].[CH2:16]([CH2:17][CH2:18][CH2:19][CH2:20][CH2:21][CH2:22][CH2:23][CH2:24][CH2:25][CH2:26][CH2:27][CH2:28][CH2:29][CH2:30][CH2:31][CH2:32][CH3:33])[NH2:34]>>[C:1]([CH3:2])(=[O:3])[NH:4][CH:5]1[CH:6]([N:34]([CH2:16][CH2:17][CH2:18][CH2:19][CH2:20][CH2:21][CH2:22][CH2:23][CH2:24][CH2:25][CH2:26][CH2:27][CH2:28][CH2:29][CH2:30][CH2:31][CH2:32][CH3:33])[C:35]([CH2:36][CH2:37][CH2:38][CH2:39][CH2:40][CH2:41][CH2:42][CH2:43][CH2:44][CH2:45][CH2:46][CH2:47][CH3:48])=[O:49])[O:8][CH:9]([CH2:14][OH:15])[CH:10]([OH:13])[CH:11]1[OH:12]. The reactants are C1CCOC1, OCC(c1ccccc1Cl)N1CCc2sccc2C1, O=S(Cl)Cl. Product: ClCC(c1ccccc1Cl)N1CCc2sccc2C1. Reaction SMILES: [CH2:24]1[O:25][CH2:26][CH2:27][CH2:28]1.[Cl:1][c:2]1[c:3]([CH:8]([CH2:9][OH:10])[N:11]2[CH2:12][c:13]3[c:14]([s:17][cH:18][cH:19]3)[CH2:15][CH2:16]2)[cH:4][cH:5][cH:6][cH:7]1.[S:20]([Cl:21])([Cl:22])=[O:23]>>[Cl:1][c:2]1[c:3]([CH:8]([CH2:9][Cl:22])[N:11]2[CH2:12][c:13]3[c:14]([s:17][cH:18][cH:19]3)[CH2:15][CH2:16]2)[cH:4][cH:5][cH:6][cH:7]1. Starting materials: [BH3-]C#N, C=O, CNC(=O)COc1ccc2c(c1)CC2CNCCC(=O)N1CCc2cc(OC)c(OC)cc2CC1, CC#N, Cl, [Na+]. Yields the product CNC(=O)COc1ccc2c(c1)CC2CN(C)CCC(=O)N1CCc2cc(OC)c(OC)cc2CC1, Cl. RXN SMILES: [C:39]([BH3-:40])#[N:41].[CH2:37]=[O:38].[CH3:2][O:3][c:4]1[cH:5][c:6]2[c:7]([cH:33][c:34]1[O:35][CH3:36])[CH2:8][CH2:9][N:10]([C:13]([CH2:14][CH2:15][NH:16][CH2:17][CH:18]1[c:19]3[cH:20][cH:21][c:22]([O:26][CH2:27][C:28](=[O:29])[NH:30][CH3:31])[cH:23][c:24]3[CH2:25]1)=[O:32])[CH2:11][CH2:12]2.[CH3:43][C:44]#[N:45].[ClH:1].[Na+:42]>>[CH3:2][O:3][c:4]1[cH:5][c:6]2[c:7]([cH:33][c:34]1[O:35][CH3:36])[CH2:8][CH2:9][N:10]([C:13]([CH2:14][CH2:15][N:16]([CH2:17][CH:18]1[c:19]3[cH:20][cH:21][c:22]([O:26][CH2:27][C:28](=[O:29])[NH:30][CH3:31])[cH:23][c:24]3[CH2:25]1)[CH3:39])=[O:32])[CH2:11][CH2:12]2.[ClH:1]. Yield: 89.0%. Solvent: O (water), O (water). Procedure: 206 parts of 3,5-dichloroanthranilic acid are introduced into 400 parts of ethanol and 400 parts of 36 percent strength by weight hydrochloric acid are then added. A solution of 100 parts of NaNO2 in 150 parts of water is run in at 75° C., resulting in the evolution of nitrogen. The mixture is stirred for one hour at 75° C. and is then cooled, 1,500 parts of water are added and the product is filtered off. 183 parts (89% of theory) of 3,5-dichlorobenzoic acid of melting point 170°-175° C. are ob... Run at temperature 75 celsius, time 1 hour. The product is ClC=1C=C(C(=O)O)C=C(C1)Cl (3,5-dichlorobenzoic acid). RXN SMILES: [Cl:1][C:2]1[CH:10]=[C:9]([Cl:11])[CH:8]=[C:4]([C:5]([OH:7])=[O:6])[C:3]=1N.C(O)C.Cl.N([O-])=O.[Na+]>O>[Cl:1][C:2]1[CH:3]=[C:4]([CH:8]=[C:9]([Cl:11])[CH:10]=1)[C:5]([OH:7])=[O:6] |f:3.4|. The reactants are ClC1=C(C(C(=O)O)=CC(=C1)Cl)N (3,5-dichloroanthranilic acid), C(C)O (ethanol), Cl (hydrochloric acid), 100, N(=O)[O-].[Na+] (NaNO2).